From a dataset of the Open Reaction Database (ORD), a public repository of structured organic reaction records. describe an organic reaction: reactants, conditions, products, and yield Starting materials: F[C@@]12[C@]3(C=CC(C=C3CC[C@H]1[C@@H]1CCC([C@@]1(C)C[C@@H]2O)(SCC(=O)OCC)SCC(=O)OCC)=O)C ((11β)-2,2'-[(9-fluoro-11-hydroxy-3-oxoandrosta-1,4-dien-17,17-diyl)bis(thio)]bisacetic acid, diethyl ester). The solvent is C(C)C1=C(C=CC=C1)CC (diethylbenzene), C(Cl)(Cl)Cl (chloroform). Product: F[C@@]12[C@]3(C=CC(C=C3CC[C@H]1[C@@H]1CC=C([C@@]1(C)C[C@@H]2O)SCC(=O)OCC)=O)C ((11β)-[(9-Fluoro-11-hydroxy-3-oxoandrosta-1,4,16-trien-17-yl)thio]acetic acid, ethyl ester). Yield: 82.3%. Reaction SMILES: [F:1][C@:2]12[C@@H:19]([OH:20])[CH2:18][C@@:16]3([CH3:17])[C@@H:12]([CH2:13][CH2:14][C:15]3(SCC(OCC)=O)[S:21][CH2:22][C:23]([O:25][CH2:26][CH3:27])=[O:24])[C@@H:11]1[CH2:10][CH2:9][C:8]1[C@:3]2([CH3:36])[CH:4]=[CH:5][C:6](=[O:35])[CH:7]=1>C(C1C=CC=CC=1CC)C.C(Cl)(Cl)Cl>[F:1][C@:2]12[C@@H:19]([OH:20])[CH2:18][C@@:16]3([CH3:17])[C@@H:12]([CH2:13][CH:14]=[C:15]3[S:21][CH2:22][C:23]([O:25][CH2:26][CH3:27])=[O:24])[C@@H:11]1[CH2:10][CH2:9][C:8]1[C@:3]2([CH3:36])[CH:4]=[CH:5][C:6](=[O:35])[CH:7]=1. Reported procedure: A solution of (11β)-2,2'-[(9-fluoro-11-hydroxy-3-oxoandrosta-1,4-dien-17,17-diyl)bis(thio)]bisacetic acid, diethyl ester (6.48 g; see example 2) in dry diethylbenzene (200 ml) was refluxed in contact with air for 4.0 hours. The solution was then cooled, diluted with some chloroform and was poured on a column of silica gel (60 g), eluting the column successively with chloroform and chloroform-ethyl acetate (95:5, 9:1 and 4:1) to isolate the title compound (4.15 g). One crystallization of this fro... The reactants are O (water), C(C)(=O)C1=C(C=C(C=C1)Br)OS(=O)(=O)C (methanesulfonic acid 2-acetyl-5-bromo-phenyl ester), COCCCNN ((3-methoxy-propyl)-hydrazine), C(C)(=O)[O-].[NH4+] (ammonium acetate). Solvent: CC=1C=CC=CC1C (o-xylene). The product is BrC1=CC=C2C(=NN(C2=C1)CCCOC)C (6-Bromo-1-(3-methoxy-propyl)-3-methyl-1H-indazole), SiO2. As a reaction SMILES: [C:1]([C:4]1[CH:9]=[CH:8][C:7]([Br:10])=[CH:6][C:5]=1OS(C)(=O)=O)(=O)[CH3:2].[CH3:16][O:17][CH2:18][CH2:19][CH2:20][NH:21][NH2:22].C([O-])(=O)C.[NH4+].O>CC1C=CC=CC=1C>[Br:10][C:7]1[CH:6]=[C:5]2[C:4]([C:1]([CH3:2])=[N:22][N:21]2[CH2:20][CH2:19][CH2:18][O:17][CH3:16])=[CH:9][CH:8]=1 |f:2.3|. Reported procedure: A mixture of 10.90 g methanesulfonic acid 2-acetyl-5-bromo-phenyl ester, 7.75 g of (3-methoxy-propyl)-hydrazine and 7.17 g of ammonium acetate in 100 ml of o-xylene is refluxed for 3 days with continuous separation of the water which is formed during the reaction. The reaction mixture is then cooled to room temperature and concentrated by evaporation. The title compound is obtained as an orange-yellow oil from the residue by means of flash chromatography (SiO2 60F). Rf=0.38 (1:1 EtOAc-heptane). ... Reactants: O1C(CCCC1)O[C@@H](C(=O)N1CCOCC1)C (4-[(2R)-2-(3,4,5,6-tetrahydro-2H-pyran-2-yloxy) propionyl]morpholine), BrC1=C(C=CC=C1)F (1-bromo-2-fluorobenzene), [Mg] (magnesium), [Cl-].[NH4+] (ammonium chloride), O (water). Solvent: O1CCCC1 (tetrahydrofuran), C(C)Br (ethyl bromide). Reaction conditions: time 2 hour. Product: FC1=C(C=CC=C1)C([C@@H](C)OC1OCCCC1)=O ((2R)-2'-fluoro-2-(3,4,5,6-tetrahydro-2H-pyran-2-yloxy)propiophenone). Reaction SMILES: [O:1]1[CH2:6][CH2:5][CH2:4][CH2:3][CH:2]1[O:7][C@H:8]([CH3:17])[C:9](N1CCOCC1)=[O:10].[Mg].[Cl-].[NH4+].O.Br[C:23]1[CH:28]=[CH:27][CH:26]=[CH:25][C:24]=1[F:29]>O1CCCC1.C(Br)C>[F:29][C:24]1[CH:25]=[CH:26][CH:27]=[CH:28][C:23]=1[C:9](=[O:10])[C@H:8]([O:7][CH:2]1[CH2:3][CH2:4][CH2:5][CH2:6][O:1]1)[CH3:17] |f:2.3|. Procedure: In tetrahydrofuran (100 ml) were dissolved 1-bromo-2-fluorobenzene (5.6 ml), ethyl bromide (0.37 ml) and 4-[(2R)-2-(3,4,5,6-tetrahydro-2H-pyran-2-yloxy) propionyl]morpholine (11.3 g). To the mixture was added magnesium (turnings, 1.33 g). The mixture was stirred for 2 hours at room temperature. To the reaction mixture were added a saturated aqueous ammonium chloride solution (40 ml) and water (40 ml). The mixture was extracted with ethyl acetate (200 ml). The organic layer was washed with water,...